From a dataset of the Open Reaction Database (ORD), a public repository of structured organic reaction records. describe an organic reaction: reactants, conditions, products, and yield Starting materials: C(C)(C)(C)OC(=O)N=C(NCCCCN)N(CC1=CC=C(C=C1)F)C(=O)OC(C)(C)C (4-[N2,N3-bis(ter-butoxycarbonyl)-N3-(4-fluorobenzyl)-guanidino]-1-aminobutane), Cl (HCl). The solvent is CCO (EtOH). Reaction conditions: time 4 hour. The product is NCCCCNC(=N)NCC1=CC=C(C=C1)F (4-aminobutyl-N′-(4-fluorobenzyl)guanidine). The yield is 74.2%. As a reaction SMILES: C(OC([N:8]=[C:9]([N:16](C(OC(C)(C)C)=O)[CH2:17][C:18]1[CH:23]=[CH:22][C:21]([F:24])=[CH:20][CH:19]=1)[NH:10][CH2:11][CH2:12][CH2:13][CH2:14][NH2:15])=O)(C)(C)C.Cl>CCO>[NH2:15][CH2:14][CH2:13][CH2:12][CH2:11][NH:10][C:9]([NH:16][CH2:17][C:18]1[CH:19]=[CH:20][C:21]([F:24])=[CH:22][CH:23]=1)=[NH:8]. Procedure details: The product was prepared starting from 4-[N2,N3-bis(ter-butoxycarbonyl)-N3-(4-fluorobenzyl)-guanidino]-1-aminobutane (116 mg, 0.26 mmol) solubilised in EtOH (1.5 ml). Every 2 hours 1 ml of HCl 12 N was added; after 4 hours, the solution was left for 15 min at room temperature, and then brought to T=55° C. and kept at that temperature for 6 hours. The solution was concentrated at reduced pressure and the residual aqueous phase was washed with CH2Cl2 and AcOEt. The aqueous phase was concentrated t... The reactants are [OH-].[Na+] (sodium hydroxide), Cl.ClC1=CC=C(C=C1)C=1N(C(=C(C(=O)OCC)C(C1)=O)CCC)C (ethyl 6-(4-chlorophenyl)-1-methyl-2-n-propyl-4-oxonicotinate hydrochloride). The solvent is O (water), C(C)O (ethanol). Run at time 3 hour. Product: ClC1=CC=C(C=C1)C=1N(C(=C(C(=O)O)C(C1)=O)CCC)C (6-(4-chlorophenyl)-1-methyl-2-n-propyl-4-oxonicotinic acid). Isolated yield 54.0%. As a reaction SMILES: [OH-].[Na+].Cl.[Cl:4][C:5]1[CH:10]=[CH:9][C:8]([C:11]2[N:12]([CH3:26])[C:13]([CH2:23][CH2:24][CH3:25])=[C:14]([C:20](=[O:22])[CH:21]=2)[C:15]([O:17]CC)=[O:16])=[CH:7][CH:6]=1>O.C(O)C>[Cl:4][C:5]1[CH:6]=[CH:7][C:8]([C:11]2[N:12]([CH3:26])[C:13]([CH2:23][CH2:24][CH3:25])=[C:14]([C:20](=[O:22])[CH:21]=2)[C:15]([OH:17])=[O:16])=[CH:9][CH:10]=1 |f:0.1,2.3|. Procedure: 4.0 g (0.05 mol) of 50% aqueous sodium hydroxide is added to a suspension of 2.7 g (0.01 mol) ethyl 6-(4-chlorophenyl)-1-methyl-2-n-propyl-4-oxonicotinate hydrochloride in 50 ml of water and 10 ml of ethanol. The mixture is refluxed and stirred for 3 hrs, allowed to stand at room temperature for 18 hrs., refluxed for an additional 1 hr. and cooled to room temperature. The solution formed is extracted with three 50 ml portions of methylene dichloride and the aqueous solution is acidified to pH 1 ... Solvent: CN(C)C=O (DMF), C(C)(=O)OCC (ethyl acetate). As a reaction SMILES: [CH:1]1([NH:4][C:5](=[O:25])[C:6]2[CH:11]=[CH:10][C:9]([CH3:12])=[C:8]([N:13]3[C:22](=[O:23])[C:21]4[C:16](=[CH:17][CH:18]=[C:19]([OH:24])[CH:20]=4)[N:15]=[CH:14]3)[CH:7]=2)[CH2:3][CH2:2]1.Br[CH2:27][CH2:28][Cl:29].C(=O)([O-])[O-].[K+].[K+]>CN(C=O)C.C(OCC)(=O)C>[Cl:29][CH2:28][CH2:27][O:24][C:19]1[CH:20]=[C:21]2[C:16](=[CH:17][CH:18]=1)[N:15]=[CH:14][N:13]([C:8]1[CH:7]=[C:6]([CH:11]=[CH:10][C:9]=1[CH3:12])[C:5]([NH:4][CH:1]1[CH2:3][CH2:2]1)=[O:25])[C:22]2=[O:23] |f:2.3.4|. Yields the product ClCCOC=1C=C2C(N(C=NC2=CC1)C=1C=C(C(=O)NC2CC2)C=CC1C)=O (3-[6-(2-chloroethoxy)-4-oxoquinazolin-3(4H)-yl]-N-cyclopropyl-4-methylbenzamide). Reactants: C1(CC1)NC(C1=CC(=C(C=C1)C)N1C=NC2=CC=C(C=C2C1=O)O)=O (N-Cyclopropyl-3-(6-hydroxy-4-oxoquinazolin-3(4H)-yl)-4-methylbenzamide), BrCCCl (1-bromo-2-chloroethane), C([O-])([O-])=O.[K+].[K+] (potassium carbonate). Reported procedure: N-Cyclopropyl-3-(6-hydroxy-4-oxoquinazolin-3(4H)-yl)-4-methylbenzamide (0.621 g), 1-bromo-2-chloroethane (0.772 ml) and potassium carbonate (2.56 g) were stirred in DMF (25 ml) at 50° C. for 24 hours. The reaction mixture was diluted with ethyl acetate and washed with water (5×), brine (2×), dried (magnesium sulfate) and concentrated. Purification by column chromatography on a silica column eluting with 70-80% ethyl acetate/hexane gave 3-[6-(2-chloroethoxy)-4-oxoquinazolin-3(4H)-yl]-N-cyclopropy... Reactants: [BH4-].[Na+] (sodium borohydride), CC1=NCCC2=CC=C(C=C12)[N+](=O)[O-] (1-methyl-7-nitro-3,4-dihydroisoquinoline), O (water). Solvent: CO (methanol). Run at time 8 hour. Yields the product CC1NCCC2=CC=C(C=C12)[N+](=O)[O-] (1-methyl-7-nitro-1,2,3,4-tetrahydroisoquinoline). Yield: 82.5%. RXN SMILES: [CH3:1][C:2]1[C:11]2[C:6](=[CH:7][CH:8]=[C:9]([N+:12]([O-:14])=[O:13])[CH:10]=2)[CH2:5][CH2:4][N:3]=1.[BH4-].[Na+].O>CO>[CH3:1][CH:2]1[C:11]2[C:6](=[CH:7][CH:8]=[C:9]([N+:12]([O-:14])=[O:13])[CH:10]=2)[CH2:5][CH2:4][NH:3]1 |f:1.2|. Procedure: 1.08 g of 1-methyl-7-nitro-3,4-dihydroisoquinoline was dissolved in 10 ml of methanol, and 0.43 g of sodium borohydride was added to the solution at 0° C. The solution was stirred overnight at room temperature, and water was added to the reaction mixture. The mixture was extracted with ethyl acetate, and after washing with saturated aqueous solution of sodium chloride, the solution was dried with anhydrous sodium sulfate. The desiccant was separated by filtration, and the filtrate was purified b... Starting materials: BrC1=CC2=C(C(=NO2)NC2CC2)C=C1 (6-bromo-N-cyclopropyl-1,2-benzisoxazol-3-amine), BrC1=CC2=C(C(=NO2)NC2CC2)C=C1 (6-bromo-N-cyclopropyl-1,2-benzisoxazol-3-amine), C1(CC1)NC(C1=CC(=C(C(=C1)B1OC(C(O1)(C)C)(C)C)C)F)=O (N-cyclopropyl-3-fluoro-4-methyl-5-(4,4,5,5-tetramethyl-1,3,2-dioxaborolan-2-yl)benzamide), C1(CC1)NC(C1=CC(=C(C(=C1)B1OC(C(O1)(C)C)(C)C)C)F)=O (N-cyclopropyl-3-fluoro-4-methyl-5-(4,4,5,5-tetramethyl-1,3,2-dioxaborolan-2-yl)benzamide), C(O)([O-])=O.[Na+] (sodium hydrogen carbonate), tetrakis(triphenykphosphine)palladium(0). Solvent: C(C)(C)O (isopropanol). Yields the product C1(CC1)NC(C1=CC(=C(C(=C1)F)C)C1=CC2=C(C(=NO2)NC2CC2)C=C1)=O (N-Cyclopropyl-3-[3-(cyclopropylamino)-1,2-benzisoxazol-6-yl]-5-fluoro-4-methylbenzamide). Yield: 43.7%. RXN SMILES: Br[C:2]1[CH:14]=[CH:13][C:5]2[C:6]([NH:9][CH:10]3[CH2:12][CH2:11]3)=[N:7][O:8][C:4]=2[CH:3]=1.[CH:15]1([NH:18][C:19](=[O:37])[C:20]2[CH:25]=[C:24](B3OC(C)(C)C(C)(C)O3)[C:23]([CH3:35])=[C:22]([F:36])[CH:21]=2)[CH2:17][CH2:16]1.C(=O)([O-])O.[Na+]>C(O)(C)C>[CH:15]1([NH:18][C:19](=[O:37])[C:20]2[CH:21]=[C:22]([F:36])[C:23]([CH3:35])=[C:24]([C:2]3[CH:14]=[CH:13][C:5]4[C:6]([NH:9][CH:10]5[CH2:12][CH2:11]5)=[N:7][O:8][C:4]=4[CH:3]=3)[CH:25]=2)[CH2:16][CH2:17]1 |f:2.3|. Procedure: A mixture of 6-bromo-N-cyclopropyl-1,2-benzisoxazol-3-amine (Intermediate 53) (0.02 g) N-cyclopropyl-3-fluoro-4-methyl-5-(4,4,5,5-tetramethyl-1,3,2-dioxaborolan-2-yl)benzamide (Intermediate 62) (0.02 g) saturated aqueous sodium hydrogen carbonate (0.5 ml) and tetrakis(triphenykphosphine)palladium(0) in isopropanol (2 ml) was heated in a microwave at 150° for 10 min. The residue was absorbed onto silica Merck 7734) and applied to a Varian Bond Elut SPE cartridge (silica, 5 g) elutin with cyclohex... Reactants: ClC=1N=CN(C1)C1=C(C=C(C=C1)NC=1SC2=C(N1)C(CC1(OCCO1)C2)C2=CC=C(C=C2)F)OC (N-(4-(4-chloro-1H-imidazol-1-yl)-3-methoxyphenyl)-4-(4-fluorophenyl)-5,7-dihydro-4H-spiro[benzo[d]thiazole-6,2′-[1,3]dioxolan]-2-amine), O (water), HClO4. The solvent is CC(=O)C (acetone). Product: ClC=1N=CN(C1)C1=C(C=C(C=C1)NC=1SC2=C(N1)C(CC(C2)=O)C2=CC=C(C=C2)F)OC (2-(4-(4-chloro-1H-imidazol-1-yl)-3-methoxyphenylamino)-4-(4-fluorophenyl)-4,5-dihydrobenzo[d]thiazol-6(7H)-one), ClC=1N=CN(C1)C1=C(C=C(C=C1)NC=1SC2=C(N1)C(CC(C2)(OC)OC)C2=CC=C(C=C2)F)OC (N-(4-(4-chloro-1H-imidazol-1-yl)-3-methoxyphenyl)-4-(4-fluorophenyl)-6,6-dimethoxy-4,5,6,7-tetrahydrobenzo[d]thiazol-2-amine). Yield: 19.0%. RXN SMILES: [Cl:1][C:2]1[N:3]=[CH:4][N:5]([C:7]2[CH:12]=[CH:11][C:10]([NH:13][C:14]3[S:15][C:16]4[CH2:26][C:21]5([O:25][CH2:24][CH2:23][O:22]5)[CH2:20][CH:19]([C:27]5[CH:32]=[CH:31][C:30]([F:33])=[CH:29][CH:28]=5)[C:17]=4[N:18]=3)=[CH:9][C:8]=2[O:34][CH3:35])[CH:6]=1.O>CC(C)=O>[Cl:1][C:2]1[N:3]=[CH:4][N:5]([C:7]2[CH:12]=[CH:11][C:10]([NH:13][C:14]3[S:15][C:16]4[CH2:26][C:21](=[O:22])[CH2:20][CH:19]([C:27]5[CH:32]=[CH:31][C:30]([F:33])=[CH:29][CH:28]=5)[C:17]=4[N:18]=3)=[CH:9][C:8]=2[O:34][CH3:35])[CH:6]=1.[Cl:1][C:2]1[N:3]=[CH:4][N:5]([C:7]2[CH:12]=[CH:11][C:10]([NH:13][C:14]3[S:15][C:16]4[CH2:26][C:21]([O:22][CH3:23])([O:25][CH3:24])[CH2:20][CH:19]([C:27]5[CH:28]=[CH:29][C:30]([F:33])=[CH:31][CH:32]=5)[C:17]=4[N:18]=3)=[CH:9][C:8]=2[O:34][CH3:35])[CH:6]=1. Procedure details: A solution of N-(4-(4-chloro-1H-imidazol-1-yl)-3-methoxyphenyl)-4-(4-fluorophenyl)-5,7-dihydro-4H-spiro[benzo[d]thiazole-6,2′-[1,3]dioxolan]-2-amine (569 mg, 1.109 mmol) in acetone (7.9 mL)/water (1.6 mL)/70% HClO4 (1.6 mL) was stirred at 50° C. overnight. The crude product was purified using preparatory HPLC (Column: Phenomenex Luna C18 30×100 mm, Solvent A=10 mM ammonium acetate in 95:5 water/ACN, Solvent B=10 mM Ammonium Acetate in 5:95 water/ACN. Flow rate: 40 ml/min, 30-100% B, 15 min) to a... Starting materials: C(C)(C)(C)C=1C=C(C=CC1N1CCCC1)C(C#C)O (1-(3-tert-butyl-4-pyrrolidin-1-ylphenyl)prop-2-yn-1-ol), IC1=CC=C(C(=O)O)C=C1 (4-iodobenzoic acid). The reagents and catalysts are [Cu](I)I (copper iodide), Cl[Pd]([P](C1=CC=CC=C1)(C2=CC=CC=C2)C3=CC=CC=C3)([P](C4=CC=CC=C4)(C5=CC=CC=C5)C6=CC=CC=C6)Cl (bis(triphenylphosphine)palladium chloride). The product is C(C)(C)(C)C=1C=C(C=CC1N1CCCC1)C(C#CC1=CC=C(C(=O)O)C=C1)O (4-[3-(3-tert-butyl-4-pyrrolidin-1-ylphenyl)-3-hydroxyprop-1-ynyl]benzoic acid), solid. Isolated yield 46.0%. As a reaction SMILES: [C:1]([C:5]1[CH:6]=[C:7]([CH:16]([OH:19])[C:17]#[CH:18])[CH:8]=[CH:9][C:10]=1[N:11]1[CH2:15][CH2:14][CH2:13][CH2:12]1)([CH3:4])([CH3:3])[CH3:2].I[C:21]1[CH:29]=[CH:28][C:24]([C:25]([OH:27])=[O:26])=[CH:23][CH:22]=1>[Cu](I)I.Cl[Pd](Cl)([P](C1C=CC=CC=1)(C1C=CC=CC=1)C1C=CC=CC=1)[P](C1C=CC=CC=1)(C1C=CC=CC=1)C1C=CC=CC=1>[C:1]([C:5]1[CH:6]=[C:7]([CH:16]([OH:19])[C:17]#[C:18][C:21]2[CH:29]=[CH:28][C:24]([C:25]([OH:27])=[O:26])=[CH:23][CH:22]=2)[CH:8]=[CH:9][C:10]=1[N:11]1[CH2:12][CH2:13][CH2:14][CH2:15]1)([CH3:4])([CH3:3])[CH3:2] |^1:35,54|. Procedure details: In a manner analogous to example 1 e, the process is carried out by a reaction of 640 mg (2.5 mmol) of 1-(3-tert-butyl-4-pyrrolidin-1-ylphenyl)prop-2-yn-1-ol with 520 mg (2.1 mmol) of 4-iodobenzoic acid, 20 mg (0.1 mmol) of copper iodide and 37 mg (0.05 mmol) of bis(triphenylphosphine)palladium chloride. 360 mg of 4-[3-(3-tert-butyl-4-pyrrolidin-1-ylphenyl)-3-hydroxyprop-1-ynyl]benzoic acid are obtained in the form of a beige solid (Mp=150° C., yield=46%). The reactants are C(#N)N=C(N[C@H]1[C@@H](C(OC2=C1C=C(C=C2)C#N)(C)C)O)SC (trans-4-(3-cyano-2-methyl-1-isothioureido)-3,4-dihydro-3-hydroxy-2,2-dimethyl-2H-1-benzopyran-6-carbonitrile), CN (methylamine). Solvent: C(C)O (ethanol). Product: C(#N)N=C(N[C@H]1[C@@H](C(OC2=C1C=C(C=C2)C#N)(C)C)O)NC (trans-4-(2-cyano-3-methylguanidino)-3,4-dihydro-3-hydroxy-2,2-dimethyl-2H-1-benzopyran-6-carbonitrile). RXN SMILES: [C:1]([N:3]=[C:4](SC)[NH:5][C@@H:6]1[C:11]2[CH:12]=[C:13]([C:16]#[N:17])[CH:14]=[CH:15][C:10]=2[O:9][C:8]([CH3:19])([CH3:18])[C@H:7]1[OH:20])#[N:2].[CH3:23][NH2:24]>C(O)C>[C:1]([N:3]=[C:4]([NH:24][CH3:23])[NH:5][C@@H:6]1[C:11]2[CH:12]=[C:13]([C:16]#[N:17])[CH:14]=[CH:15][C:10]=2[O:9][C:8]([CH3:19])([CH3:18])[C@H:7]1[OH:20])#[N:2]. Procedure details: The mixture of trans-4-(3-cyano-2-methyl-1-isothioureido)-3,4-dihydro-3-hydroxy-2,2-dimethyl-2H-1-benzopyran-6-carbonitrile (0.50 g) and 25% aqueous methylamine (10 ml) in ethanol (10 ml) was stirred under reflux for 1 hour and 10 minutes. The solvent was evaporated under reduced pressure. The residue was dissolved in ethyl acetate (30 ml), dried over magnesium sulfate and evaporated in vacuo. The residue was subjected to column chromatography on silica gel (10 g) and eluted with chloroform and ... Reactants: CC1(OCCC1=O)C(=O)OC(C)(C)C (2-Methyl-3-oxo-2-tetrahydrofuroic acid, t-butyl ester), FC(C(=O)O)(F)F.ClCCl (trifluoroacetic acid dichloromethane). Product: CC1(OC(CC1=O)C)C(=O)O (2,5-Dimethyl-3-oxo-2-tetrahydrofuroic Acid). Isolated yield 68.0%. Reaction SMILES: [CH3:1][C:2]1([C:8]([O:10]C(C)(C)C)=[O:9])[C:6](=[O:7])[CH2:5][CH2:4][O:3]1.F[C:16](F)(F)C(O)=O.ClCCl>>[CH3:1][C:2]1([C:8]([OH:10])=[O:9])[C:6](=[O:7])[CH2:5][CH:4]([CH3:16])[O:3]1 |f:1.2|. Procedure details: 2-Methyl-3-oxo-2-tetrahydrofuroic acid, t-butyl ester (100 mg, 0.5 mmol) was treated with 1/1 trifluoroacetic acid/dichloromethane at 0° C. The reaction mixture was stirred at room temperature until all starting material had disappeared by TLC. The excess trifluoroacetic acid was removed via a stream of nitrogen and the residue was coevaporated with dichloromethane and purified via a silica gel SepPak plug. This 30 provided 49 mg of the desired product (68%), homogeneous by TLC (Rf=0.1 in 4/1 he...